Dataset: the Open Reaction Database (ORD), a public repository of structured organic reaction records. Task: describe an organic reaction: reactants, conditions, products, and yield Starting materials: C(C(C)(C)C)(=O)OCI (Pivaloyloxymethyl iodide), NC=1SC=C(N1)/C(/C(=O)NC1[C@@H]2N(C(=C(CS2)\C=C/CC)C(=O)O)C1=O)=N/OC (7-[(Z)-2-(2-aminothiazol-4-yl)-2-methoxyiminoacetamido]-3-[(Z)-1-butenyl]-3-cephem-4-carboxylic acid), C(=O)([O-])[O-].[K+].[K+] (K2CO3). Run in CN(C)C=O (DMF), C(C)(=O)OCC (ethyl acetate). Run at time 1 hour. Yields the product NC=1SC=C(N1)/C(/C(=O)NC1[C@@H]2N(C(=C(CS2)\C=C/CC)C(=O)OCOC(C(C)(C)C)=O)C1=O)=N/OC (Pivaloyloxymethyl 7-[(Z)-2-(2-aminothiazol-4-yl)-2-methoxyiminoacetamido]-3-[(Z)-1-butenyl]-3-cephem-4-carboxylate). RXN SMILES: [C:1]([O:7][CH2:8]I)(=[O:6])[C:2]([CH3:5])([CH3:4])[CH3:3].[NH2:10][C:11]1[S:12][CH:13]=[C:14](/[C:16](=[N:36]/[O:37][CH3:38])/[C:17]([NH:19][CH:20]2[C:34](=[O:35])[N:22]3[C:23]([C:31]([OH:33])=[O:32])=[C:24](/[CH:27]=[CH:28]\[CH2:29][CH3:30])[CH2:25][S:26][C@H:21]23)=[O:18])[N:15]=1.C([O-])([O-])=O.[K+].[K+]>CN(C=O)C.C(OCC)(=O)C>[NH2:10][C:11]1[S:12][CH:13]=[C:14](/[C:16](=[N:36]/[O:37][CH3:38])/[C:17]([NH:19][CH:20]2[C:34](=[O:35])[N:22]3[C:23]([C:31]([O:33][CH2:8][O:7][C:1](=[O:6])[C:2]([CH3:5])([CH3:4])[CH3:3])=[O:32])=[C:24](/[CH:27]=[CH:28]\[CH2:29][CH3:30])[CH2:25][S:26][C@H:21]23)=[O:18])[N:15]=1 |f:2.3.4|. Procedure details: Pivaloyloxymethyl iodide (162 mg, 0.67 mmole) was added at 0° C. to a mixture of 7-[(Z)-2-(2-aminothiazol-4-yl)-2-methoxyiminoacetamido]-3-[(Z)-1-butenyl]-3-cephem-4-carboxylic acid (197 mg, 0.45 mmole) and K2CO3 (93 mg, 0.67 mmole) in DMF (4 ml). The mixture was stirred at 0°-5° C. for 1 hour and diluted with ethyl acetate (30 ml). The dilute was washed with water and a saturated NaCl solution, dried over anhydrous MgSO4 and evaporated in vacuo. The residue was chromatographed on a silica gel c... The reactants are C1CCCCC1, Cc1cccc(C)c1O, CC#N, CC(C)=O, [F-], N#Cc1c(F)c(F)c(F)c(C#N)c1F, [K+]. The product is Cc1cccc(C)c1Oc1c(F)c(F)c(C#N)c(F)c1C#N. Reaction SMILES: [CH2:33]1[CH2:34][CH2:35][CH2:36][CH2:37][CH2:38]1.[CH3:1][c:2]1[c:3]([OH:9])[c:4]([CH3:8])[cH:5][cH:6][cH:7]1.[CH3:26][C:27]#[N:28].[CH3:29][C:30](=[O:31])[CH3:32].[F-:24].[F:10][c:11]1[c:12]([F:23])[c:13]([F:22])[c:14]([C:20]#[N:21])[c:15]([F:19])[c:16]1[C:17]#[N:18].[K+:25]>>[CH3:1][c:2]1[c:3]([O:9][c:11]2[c:12]([F:23])[c:13]([F:22])[c:14]([C:20]#[N:21])[c:15]([F:19])[c:16]2[C:17]#[N:18])[c:4]([CH3:8])[cH:5][cH:6][cH:7]1. Reactants: P(Cl)(Cl)Cl (Phosphorous trichloride), C([O-])([O-])=O.[Na+].[Na+] (sodium carbonate), OC1=CC2=CC=C(C=C2C=C1C(=O)O)C(=O)O (2-Hydroxy-3,6-dihydroxycarbonylnaphthalene), CC1=CC(=C(C=C1)N)C (m-xylidine). Run in C=1(C(=CC=CC1)C)C (xylene), O (water). Conditions: temperature 90 celsius. Yields the product OC1=CC2=CC=C(C=C2C=C1C(=O)NC1=C(C=C(C=C1)C)C)C(=O)NC1=C(C=C(C=C1)C)C (2-hydroxy-3,6-bis(2,4-dimethylphenylaminocarbonyl)naphthalene). Yield: 58.9%. RXN SMILES: [OH:1][C:2]1[C:11]([C:12]([OH:14])=O)=[CH:10][C:9]2[C:4](=[CH:5][CH:6]=[C:7]([C:15]([OH:17])=O)[CH:8]=2)[CH:3]=1.[CH3:18][C:19]1[CH:24]=[CH:23][C:22]([NH2:25])=[C:21]([CH3:26])[CH:20]=1.P(Cl)(Cl)Cl.C(=O)([O-])[O-].[Na+].[Na+]>C1(C)C(C)=CC=CC=1.O>[OH:1][C:2]1[C:11]([C:12]([NH:25][C:22]2[CH:23]=[CH:24][C:19]([CH3:18])=[CH:20][C:21]=2[CH3:26])=[O:14])=[CH:10][C:9]2[C:4](=[CH:5][CH:6]=[C:7]([C:15]([NH:25][C:22]3[CH:23]=[CH:24][C:19]([CH3:18])=[CH:20][C:21]=3[CH3:26])=[O:17])[CH:8]=2)[CH:3]=1 |f:3.4.5|. Procedure details: 2-Hydroxy-3,6-dihydroxycarbonylnaphthalene (11.6 g) and m-xylidine (13.3 g) were dispersed in xylene (232.2 g), followed by heating to 90° C. Phosphorous trichloride (6.0 g) was added dropwise at 90 to 100° C., and then the mixture was reacted at 140° C. for 3 hours. After the completion of the reaction, water (116.1 g) was added and the reaction solution was neutralized with sodium carbonate at 80 to 90° C. The solution was filtered at room temperature and washed in turn with xylene (116.1 g) a... The reactants are Cl.CC=1C=C(C=CC1)C(CC1=NC2=C(N1)CCCC2)=O (1-(3-Methylphenyl)-2(4,5,6,7-tetrahydro-1H-benzimidazol-2-yl)ethanone hydrochloride), C[O-].[Na+] (sodium methylate), C(C#C)(=O)OC (methyl propiolate). Product: CC=1C=C(C(=O)C=2C=CC(N3C2NC2=C3CCCC2)=O)C=CC1 (4-(3-Methylbenzoyl)-6,7,8,9-tetrahydropyrido[1,2-a]benzimidazol-1(5H)-one). As a reaction SMILES: Cl.[CH3:2][C:3]1[CH:4]=[C:5]([C:9](=[O:20])[CH2:10][C:11]2[NH:15][C:14]3[CH2:16][CH2:17][CH2:18][CH2:19][C:13]=3[N:12]=2)[CH:6]=[CH:7][CH:8]=1.C[O-].[Na+].[C:24](OC)(=[O:27])[C:25]#[CH:26]>>[CH3:2][C:3]1[CH:4]=[C:5]([CH:6]=[CH:7][CH:8]=1)[C:9]([C:10]1[CH:26]=[CH:25][C:24](=[O:27])[N:15]2[C:14]3[CH2:16][CH2:17][CH2:18][CH2:19][C:13]=3[NH:12][C:11]=12)=[O:20] |f:0.1,2.3|. Procedure: The compound is prepared as described in example 25 with 200 mg (0.63 mmol) of 1-(3-Methylphenyl)-2(4,5,6,7-tetrahydro-1H-benzimidazol-2-yl)ethanone hydrochloride (example XXXXVIII, 68.4 mg (1.27 mmol) of sodium methylate and 53.2 mg (0.63 mmol) methyl propiolate.